Dataset: the Open Reaction Database (ORD), a public repository of structured organic reaction records. Task: describe an organic reaction: reactants, conditions, products, and yield Starting materials: [Br-], C1CCOC1, CO, CCOCC, C[Mg+], CCOC(C)=O, [Cl-], Nc1ncnn2cc(C=O)cc12, [NH4+]. The product is CC(O)c1cc2c(N)ncnn2c1. As a reaction SMILES: [Br-:1].[CH2:25]1[O:26][CH2:27][CH2:28][CH2:29]1.[CH3:16][OH:17].[CH3:20][CH2:21][O:22][CH2:23][CH3:24].[CH3:2][Mg+:3].[CH3:30][CH2:31][O:32][C:33]([CH3:34])=[O:35].[Cl-:18].[NH2:4][c:5]1[n:6][cH:7][n:8][n:9]2[c:10]1[cH:11][c:12]([CH:14]=[O:15])[cH:13]2.[NH4+:19]>>[CH3:2][CH:14]([c:12]1[cH:11][c:10]2[c:5]([NH2:4])[n:6][cH:7][n:8][n:9]2[cH:13]1)[OH:15].